From a dataset of the Open Reaction Database (ORD), a public repository of structured organic reaction records. describe an organic reaction: reactants, conditions, products, and yield Reactants: BrCc1ccccc1, [C-]#N, CN(C)[S+](N(C)C)N(C)C, CC#N. Product: N#CCc1ccccc1. RXN SMILES: [Br:1][CH2:2][c:3]1[cH:4][cH:5][cH:6][cH:7][cH:8]1.[C-:9]#[N:10].[CH3:11][N:12]([S+:13]([N:14]([CH3:15])[CH3:16])[N:17]([CH3:18])[CH3:19])[CH3:20].[CH3:21][C:22]#[N:23]>>[CH2:2]([c:3]1[cH:4][cH:5][cH:6][cH:7][cH:8]1)[C:11]#[N:12]. Reactants: C(C)OC(C1=CC(=CC=C1)SC1=C(NC2=CC(=CC=C12)Cl)C)=O (3-(6-chloro-2-methyl-1H-indol-3-ylsulfanyl)-benzoic acid ethyl ester), BrC=1C=NN(C1)C(C)C (4-bromo-1-isopropylpyrazole). The product is C(C)OC(C1=CC(=CC=C1)SC1=C(N(C2=CC(=CC=C12)Cl)C=1C=NN(C1)C(C)C)C)=O (3-[6-Chloro-1-(1-isopropyl-1H-pyrazol-4-yl)-2-methyl-1H-indol-3-ylsulfanyl]-benzoic acid ethyl ester). As a reaction SMILES: [CH2:1]([O:3][C:4](=[O:23])[C:5]1[CH:10]=[CH:9][CH:8]=[C:7]([S:11][C:12]2[C:20]3[C:15](=[CH:16][C:17]([Cl:21])=[CH:18][CH:19]=3)[NH:14][C:13]=2[CH3:22])[CH:6]=1)[CH3:2].Br[C:25]1[CH:26]=[N:27][N:28]([CH:30]([CH3:32])[CH3:31])[CH:29]=1>>[CH2:1]([O:3][C:4](=[O:23])[C:5]1[CH:10]=[CH:9][CH:8]=[C:7]([S:11][C:12]2[C:20]3[C:15](=[CH:16][C:17]([Cl:21])=[CH:18][CH:19]=3)[N:14]([C:25]3[CH:26]=[N:27][N:28]([CH:30]([CH3:32])[CH3:31])[CH:29]=3)[C:13]=2[CH3:22])[CH:6]=1)[CH3:2]. Reported procedure: Prepared according to the procedure described in Example 42, Step 4, using the following starting materials: 3-(6-chloro-2-methyl-1H-indol-3-ylsulfanyl)-benzoic acid ethyl ester and 4-bromo-1-isopropylpyrazole. Reactants: ClC=1C(=C(C=CC1)[C@H]1[C@@H](N[C@H]([C@]1(C#N)C1=C(C=C(C=C1)Cl)F)CC(C)(C)C)C(=O)NC1=C(C=C(C(=O)O)C=C1)OC)F (4-((2R,3S,4R,5S)-3-(3-chloro-2-fluorophenyl)-4-(4-chloro-2-fluorophenyl)-4-cyano-5-neopentylpyrrolidine-2-carboxamido)-3-methoxybenzoic acid), NN (hydrazine). Yields the product N(N)C(=O)C1=CC(=C(C=C1)NC(=O)[C@@H]1N[C@H]([C@]([C@H]1C1=C(C(=CC=C1)Cl)F)(C#N)C1=C(C=C(C=C1)Cl)F)CC(C)(C)C)OC ((2R,3S,4R,5S)-4-(4-chloro-2-fluoro-phenyl)-3-(3-chloro-2-fluoro-phenyl)-4-cyano-5-(2,2-dimethyl-propyl)-pyrrolidine-2-carboxylic acid (4-hydrazinocarbonyl-2-methoxy-phenyl)-amide). Reaction SMILES: [Cl:1][C:2]1[C:3]([F:42])=[C:4]([C@@H:8]2[C@:12]([C:15]3[CH:20]=[CH:19][C:18]([Cl:21])=[CH:17][C:16]=3[F:22])([C:13]#[N:14])[C@H:11]([CH2:23][C:24]([CH3:27])([CH3:26])[CH3:25])[NH:10][C@H:9]2[C:28]([NH:30][C:31]2[CH:39]=[CH:38][C:34]([C:35](O)=[O:36])=[CH:33][C:32]=2[O:40][CH3:41])=[O:29])[CH:5]=[CH:6][CH:7]=1.[NH2:43][NH2:44]>>[NH:43]([C:35]([C:34]1[CH:38]=[CH:39][C:31]([NH:30][C:28]([C@H:9]2[C@H:8]([C:4]3[CH:5]=[CH:6][CH:7]=[C:2]([Cl:1])[C:3]=3[F:42])[C@:12]([C:15]3[CH:20]=[CH:19][C:18]([Cl:21])=[CH:17][C:16]=3[F:22])([C:13]#[N:14])[C@H:11]([CH2:23][C:24]([CH3:25])([CH3:26])[CH3:27])[NH:10]2)=[O:29])=[C:32]([O:40][CH3:41])[CH:33]=1)=[O:36])[NH2:44]. Procedure: In a manner similar to the method described in Example 14, 4-((2R,3S,4R,5S)-3-(3-chloro-2-fluorophenyl)-4-(4-chloro-2-fluorophenyl)-4-cyano-5-neopentylpyrrolidine-2-carboxamido)-3-methoxybenzoic acid (prepared as described in US20100152190A1) was reacted with hydrazine to give (2R,3S,4R,5S)-4-(4-chloro-2-fluoro-phenyl)-3-(3-chloro-2-fluoro-phenyl)-4-cyano-5-(2,2-dimethyl-propyl)-pyrrolidine-2-carboxylic acid (4-hydrazinocarbonyl-2-methoxy-phenyl)-amide. MS (ES+) m/z calcd. for C31H32Cl2F2N5O3: [... Starting materials: ClC=1N=NC(=CC1)C1=C(C=C(C=C1)C)C (3-chloro-6-(2,4-dimethylphenyl)pyridazine), NC(=S)N (thiourea), C(=O)([O-])[O-].[Na+].[Na+] (Na2CO3). Run in CCO (EtOH). The product is CC1=C(C=CC(=C1)C)C=1C=CC(NN1)=S (6-(2,4-Dimethylphenyl)pyridazine-3(2H)-thione). Isolated yield 83.5%. Reaction SMILES: Cl[C:2]1[N:3]=[N:4][C:5]([C:8]2[CH:13]=[CH:12][C:11]([CH3:14])=[CH:10][C:9]=2[CH3:15])=[CH:6][CH:7]=1.NC(N)=[S:18].C([O-])([O-])=O.[Na+].[Na+]>CCO>[CH3:15][C:9]1[CH:10]=[C:11]([CH3:14])[CH:12]=[CH:13][C:8]=1[C:5]1[CH:6]=[CH:7][C:2](=[S:18])[NH:3][N:4]=1 |f:2.3.4|. Procedure: 3-chloro-6-(2,4-dimethylphenyl)pyridazine (example 13b) (1.36 g) was refluxed with thiourea (473 mg, 6.2 mmol) in EtOH (25 mL) for 5 hrs. The mixture was evaporated, and water (45 mL) was added to the residue, followed by Na2CO3 (318 mg, 3 mmol). The precipitate that formed was collected by filtration, washed with diethylether and dried to give 6-(2,4-Dimethylphenyl)pyridazine-3(2H)-thione (1.12 g, 52%). 1H NMR (300 MHz, dMSO): δ 2.29 (s, 3H), 2.32 (s, 3H), 7.12-7.30 (m, 2H), 7.29-7.31 (d, 1H), ... Reactants: C(C1=CC=CC=C1)O[C@@H]1C[C@H](N(C1)C(CNC(C1=CC(=CC=C1)C(F)(F)F)=O)=O)C(C)C (N-{2-[(2S,4R)-4-Benzyloxy-2-isopropylpyrrolidin-1-yl]-2-oxoethyl}-3-(trifluoromethyl)benzamide). Reagents/catalysts: [OH-].[Pd+2].[OH-] (palladium hydroxide). Solvent: CO (methanol). Run at time 3 hour. Product: O[C@@H]1C[C@H](N(C1)C(CNC(C1=CC(=CC=C1)C(F)(F)F)=O)=O)C(C)C (N-{2-[(2S,4R)-4-Hydroxy-2-isopropylpyrrolidin-1-yl]-2-oxoethyl}-3-(trifluoromethyl)benzamide). As a reaction SMILES: C([O:8][C@H:9]1[CH2:13][N:12]([C:14](=[O:29])[CH2:15][NH:16][C:17](=[O:28])[C:18]2[CH:23]=[CH:22][CH:21]=[C:20]([C:24]([F:27])([F:26])[F:25])[CH:19]=2)[C@H:11]([CH:30]([CH3:32])[CH3:31])[CH2:10]1)C1C=CC=CC=1>CO.[OH-].[Pd+2].[OH-]>[OH:8][C@H:9]1[CH2:13][N:12]([C:14](=[O:29])[CH2:15][NH:16][C:17](=[O:28])[C:18]2[CH:23]=[CH:22][CH:21]=[C:20]([C:24]([F:26])([F:27])[F:25])[CH:19]=2)[C@H:11]([CH:30]([CH3:32])[CH3:31])[CH2:10]1 |f:2.3.4|. Reported procedure: N-{2-[(2S,4R)-4-Benzyloxy-2-isopropylpyrrolidin-1-yl]-2-oxoethyl}-3-(trifluoromethyl)benzamide (0.630 g, 1.40 mmol) was dissolved in methanol (60 mL) and then palladium hydroxide (90 mg) was added to the solution. The flask was purged with hydrogen and then stirred under an atmosphere of hydrogen using a balloon. After three hours, TLC indicated complete consumption of starting material. The reaction was then flushed with nitrogen and filtered through Celite on a glass frit and washed with metha...